describe an organic reaction: reactants, conditions, products, and yield From a dataset of the Open Reaction Database (ORD), a public repository of structured organic reaction records. The reactants are Fc1cccc(CBr)c1F, CCOC(=O)CC(C)=O, [Na], C1CCOC1. Yields the product CCOC(=O)C(Cc1cccc(F)c1F)C(C)=O. RXN SMILES: [Br:1][CH2:2][c:3]1[c:4]([F:10])[c:5]([F:9])[cH:6][cH:7][cH:8]1.[C:12]([CH2:13][C:14](=[O:15])[CH3:16])(=[O:17])[O:18][CH2:19][CH3:20].[Na:11].[O:21]1[CH2:22][CH2:23][CH2:24][CH2:25]1>>[CH2:2]([c:3]1[c:4]([F:10])[c:5]([F:9])[cH:6][cH:7][cH:8]1)[CH:13]([C:12](=[O:17])[O:18][CH2:19][CH3:20])[C:14](=[O:15])[CH3:16].